This data is from the Open Reaction Database (ORD), a public repository of structured organic reaction records. The task is: describe an organic reaction: reactants, conditions, products, and yield Reactants: COC(C)(C)CN1CCC(CN)CC1, CCc1cn2c(N)c(Cl)cc(C(=O)NCC3CCN(CCC(C)(C)C)CC3)c2n1. Yields the product CCc1cn2c(N)c(Cl)cc(C(=O)NCC3CCN(CC(C)(C)OC)CC3)c2n1. Reaction SMILES: [CH3:30][O:31][C:32]([CH2:33][N:34]1[CH2:35][CH2:36][CH:37]([CH2:38][NH2:39])[CH2:40][CH2:41]1)([CH3:42])[CH3:43].[NH2:1][c:2]1[c:3]([Cl:29])[cH:4][c:5]([C:13](=[O:14])[NH:15][CH2:16][CH:17]2[CH2:18][CH2:19][N:20]([CH2:23][CH2:24][C:25]([CH3:26])([CH3:27])[CH3:28])[CH2:21][CH2:22]2)[c:6]2[n:7]1[cH:8][c:9]([CH2:11][CH3:12])[n:10]2>>[NH2:1][c:2]1[c:3]([Cl:29])[cH:4][c:5]([C:13](=[O:14])[NH:15][CH2:16][CH:17]2[CH2:18][CH2:19][N:20]([CH2:33][C:32]([O:31][CH3:30])([CH3:42])[CH3:43])[CH2:21][CH2:22]2)[c:6]2[n:7]1[cH:8][c:9]([CH2:11][CH3:12])[n:10]2. Reactants: C(C)(C)(C)OC(=O)NNC(C1=CC=C(C=C1)[N+](=O)[O-])=N (N′-[Imino-(4-nitro-phenyl)-methyl]-hydrazinecarboxylic acid tert-butyl ester). The solvent is C(C)#N (acetonitrile). Run at temperature 200 celsius. Yields the product [N+](=O)([O-])C1=CC=C(C=C1)C1=NC(NN1)=O (5-(4-Nitro-phenyl)-1,2-dihydro-[1,2,4]triazol-3-one). RXN SMILES: C([O:5][C:6]([NH:8][NH:9][C:10](=[NH:20])[C:11]1[CH:16]=[CH:15][C:14]([N+:17]([O-:19])=[O:18])=[CH:13][CH:12]=1)=O)(C)(C)C>C(#N)C>[N+:17]([C:14]1[CH:15]=[CH:16][C:11]([C:10]2[NH:9][NH:8][C:6](=[O:5])[N:20]=2)=[CH:12][CH:13]=1)([O-:19])=[O:18]. Procedure: N′-[Imino-(4-nitro-phenyl)-methyl]-hydrazinecarboxylic acid tert-butyl ester (made above, 410 mg) was suspended in 3 mL of acetonitrile and the mixture was heated at 200° C. for 5 min. The mixture was cooled and the solid was filtered and dried. 341 mg. The reactants are ClC=1C=C(C=CC1Cl)C[C@H](C(=O)N1CCC(CC1)C1=C(C=CC=C1)NS(=O)(=O)C)NC(=O)OC(C)(C)C (N-[(1R)-1-[(3,4-dichlorophenyl)methyl]-2-(4-{2-[(methylsulfonyl)amino]phenyl}-piperidyl)-2-oxoethyl]-(tert-butoxy)carboxamide), Cl (HCl), N1([C@@H](CC2=CC=CC=C2C1)C(=O)O)C(=O)OC(C)(C)C (Boc-L-TicOH), C1=CC2=C(N=C1)N(N=N2)O (HOAT), TEA, C(CCl)Cl (EDC). Solvent: CN(C)C=O (DMF), CCOC(=O)C (EtOAc), CCOC(=O)C (EtOAc). Product: ClC=1C=C(C=CC1Cl)C[C@H](C(=O)N1CCC(CC1)C1=C(C=CC=C1)NS(=O)(=O)C)NC(=O)[C@H]1N(CC2=CC=CC=C2C1)C(=O)OC(C)(C)C (tert-Butyl(3S)-3-{N-[(1R)-1-[(3,4-dichlorophenyl)methyl]-2-(4-{2-[(methylsulfonyl)-amino]phenyl}piperidyl)-2-oxoethyl]carbamoyl}-1,2,3,4-tetrahydroisoquinoline-2-carboxylate). As a reaction SMILES: [Cl:1][C:2]1[CH:3]=[C:4]([CH2:9][C@@H:10]([NH:30][C:31](OC(C)(C)C)=[O:32])[C:11]([N:13]2[CH2:18][CH2:17][CH:16]([C:19]3[CH:24]=[CH:23][CH:22]=[CH:21][C:20]=3[NH:25][S:26]([CH3:29])(=[O:28])=[O:27])[CH2:15][CH2:14]2)=[O:12])[CH:5]=[CH:6][C:7]=1[Cl:8].Cl.[N:39]1([C:52]([O:54][C:55]([CH3:58])([CH3:57])[CH3:56])=[O:53])[CH2:48][C:47]2[C:42](=[CH:43][CH:44]=[CH:45][CH:46]=2)[CH2:41][C@H:40]1C(O)=O.C1C=NC2N(O)N=NC=2C=1.C(Cl)CCl>CCOC(C)=O.CN(C=O)C>[Cl:1][C:2]1[CH:3]=[C:4]([CH2:9][C@@H:10]([NH:30][C:31]([C@@H:40]2[CH2:41][C:42]3[C:47](=[CH:46][CH:45]=[CH:44][CH:43]=3)[CH2:48][N:39]2[C:52]([O:54][C:55]([CH3:58])([CH3:57])[CH3:56])=[O:53])=[O:32])[C:11]([N:13]2[CH2:18][CH2:17][CH:16]([C:19]3[CH:24]=[CH:23][CH:22]=[CH:21][C:20]=3[NH:25][S:26]([CH3:29])(=[O:27])=[O:28])[CH2:15][CH2:14]2)=[O:12])[CH:5]=[CH:6][C:7]=1[Cl:8]. Reported procedure: To a round-bottomed flask equipped with stirring was added N-[(1R)-1-[(3,4-dichlorophenyl)methyl]-2-(4-{2-[(methylsulfonyl)amino]phenyl}-piperidyl)-2-oxoethyl]-(tert-butoxy)carboxamide (Step a) (0.455 g, 0.8 mmol) and a saturated soln of anhydrous HCl in EtOAc (20 mL). The reaction mixture was stirred at RT for 1 h then concentrated in vacuo to provide a solid. The solid was dissolved in DMF (10 mL), stirred at 0° C. and treated with Boc-L-TicOH (Advanced ChemTech) (0.25 g, 0.9 mmol), HOAT (Aldr... Reactants: 4(a), [N+](=[N-])=C (diazomethane), title compound ( 124 ), δ(CDCl3), [Si](C)(C)(C(C)(C)C)N1C(CC1SC(C1=CC=CC=C1)(C1=CC=CC=C1)C1=CC=CC=C1)=O (1-t-butyldimethylsilyl-4-tritylthioazetidin-2-one), ethyl 1- and 2-methyltetrazole-5-carboxylate, δ(CDCl3), N1N=NN=C1C(=O)OCC (ethyl tetrazole-5-carboxylate), N1C(CC1)=O (azetidinone). Run in C(Cl)Cl (CH2Cl2), C(Cl)Cl (CH2Cl2). The product is [Si](C)(C)(C(C)(C)C)N1C(C(C1SC(C1=CC=CC=C1)(C1=CC=CC=C1)C1=CC=CC=C1)C(=O)C1=NN=NN1C)=O (1-t-Butyldimethylsilyl-3-(N-methyltetrazolecarbonyl)-4-tritylthioazetidin-2-one). RXN SMILES: [Si:1]([N:8]1[CH:11]([S:12][C:13]([C:26]2[CH:31]=[CH:30][CH:29]=[CH:28][CH:27]=2)([C:20]2[CH:25]=[CH:24][CH:23]=[CH:22][CH:21]=2)[C:14]2[CH:19]=[CH:18][CH:17]=[CH:16][CH:15]=2)[CH2:10][C:9]1=[O:32])([C:4]([CH3:7])([CH3:6])[CH3:5])([CH3:3])[CH3:2].[NH:33]1[C:37]([C:38]([O:40]CC)=O)=[N:36][N:35]=[N:34]1.[N+](=[CH2:45])=[N-].N1CCC1=O>C(Cl)Cl>[Si:1]([N:8]1[CH:11]([S:12][C:13]([C:26]2[CH:31]=[CH:30][CH:29]=[CH:28][CH:27]=2)([C:20]2[CH:25]=[CH:24][CH:23]=[CH:22][CH:21]=2)[C:14]2[CH:15]=[CH:16][CH:17]=[CH:18][CH:19]=2)[CH:10]([C:38]([C:37]2[N:36]([CH3:45])[N:35]=[N:34][N:33]=2)=[O:40])[C:9]1=[O:32])([C:4]([CH3:7])([CH3:6])[CH3:5])([CH3:3])[CH3:2]. Procedure: 1-t-Butyldimethylsilyl-4-tritylthioazetidin-2-one (1) (9.18 g, 20 mmol) was reacted with an approximately 1:1 mixture of ethyl 1- and 2-methyltetrazole-5-carboxylate (3.94 g, 24.8 mmol) (prepared by treating ethyl tetrazole-5-carboxylate [D. Moderhack, Chem. Ber., 1975, 108, 887]with excess diazomethane [cf 0. Gryszkiewicz-Trochimourski, Compt. Rendu, 1958, 246, 2627]) using the method described in Preparation 4(a). The crude reaction mixture was chromatographed on silica eluting with ethyl acet... Starting materials: FC(C1=C(C=CC=C1)C1C(=C(NC(=C1C(=O)OCC)C)C)C(=O)OCC)(F)F (diethyl 1,4-dihydro-4-(2-trifluoromethylphenyl)-2,6-dimethyl-3,5-pyridine dicarboxylate), FC1=CC=C(C=C1)N=C(C1=CC=CC=C1)Cl (N-(4-fluorophenyl)-benzimidoyl chloride). Product: CC=1NC=2C=C(N(C(C2C(C1C(=O)OCC)C1=C(C=CC=C1)C(F)(F)F)=O)C1=CC=C(C=C1)F)C1=CC=CC=C1 (Ethyl 1,4,5,6-Tetrahydro-2-methyl-4-(2-trifluoromethylphenyl)-5-oxo-6-(4-fluorophenyl)-7-phenyl-1,6-naphthyridine-3-carboxylate). Reaction SMILES: [F:1][C:2]([F:28])([F:27])[C:3]1[CH:8]=[CH:7][CH:6]=[CH:5][C:4]=1[CH:9]1[C:14]([C:15]([O:17][CH2:18][CH3:19])=[O:16])=[C:13]([CH3:20])[NH:12][C:11]([CH3:21])=[C:10]1[C:22](OCC)=[O:23].[F:29][C:30]1[CH:35]=[CH:34][C:33]([N:36]=[C:37](Cl)[C:38]2[CH:43]=[CH:42][CH:41]=[CH:40][CH:39]=2)=[CH:32][CH:31]=1>>[CH3:20][C:13]1[NH:12][C:11]2[CH:21]=[C:37]([C:38]3[CH:39]=[CH:40][CH:41]=[CH:42][CH:43]=3)[N:36]([C:33]3[CH:34]=[CH:35][C:30]([F:29])=[CH:31][CH:32]=3)[C:22](=[O:23])[C:10]=2[CH:9]([C:4]2[CH:5]=[CH:6][CH:7]=[CH:8][C:3]=2[C:2]([F:27])([F:1])[F:28])[C:14]=1[C:15]([O:17][CH2:18][CH3:19])=[O:16]. Reported procedure: This product is obtained using the procedure of Example 1 from diethyl 1,4-dihydro-4-(2-trifluoromethylphenyl)-2,6-dimethyl-3,5-pyridine dicarboxylate and N-(4-fluorophenyl)-benzimidoyl chloride (2.5 g, 9.15%). The reactants are O=C([O-])O, CC(C)=O, CC#N, N#CC1C=Cc2ccccc2N1C(=O)c1ccc(C(F)(F)F)cc1, [Na+], OO. The product is NC(=O)C1C=Cc2ccccc2N1C(=O)c1ccc(C(F)(F)F)cc1. RXN SMILES: [C:25]([O-:26])(=[O:27])[OH:28].[CH3:30][C:31](=[O:32])[CH3:33].[CH3:36][C:37]#[N:38].[F:1][C:2]([c:3]1[cH:4][cH:5][c:6]([C:7](=[O:8])[N:9]2[CH:10]([C:19]#[N:20])[CH:11]=[CH:12][c:13]3[cH:14][cH:15][cH:16][cH:17][c:18]32)[cH:21][cH:22]1)([F:23])[F:24].[Na+:29].[OH:34][OH:35]>>[F:1][C:2]([c:3]1[cH:4][cH:5][c:6]([C:7](=[O:8])[N:9]2[CH:10]([C:19]([NH2:20])=[O:26])[CH:11]=[CH:12][c:13]3[cH:14][cH:15][cH:16][cH:17][c:18]32)[cH:21][cH:22]1)([F:23])[F:24]. Starting materials: BrC=1C(=C(C=O)C=CC1)OC (3-Bromo-2-methoxybenzaldehyde), COC(OC)OC (trimethylorthoformate), ClS(=O)(=O)O (chlorosulfonic acid). Run in CO (methanol). Reaction conditions: time 3 hour. Yields the product BrC1=C(C(=CC=C1)C(OC)OC)OC (1-bromo-3-dimethoxymethyl-2-methoxybenzene). Yield: 81.0%. RXN SMILES: [Br:1][C:2]1[C:3]([O:10][CH3:11])=[C:4]([CH:7]=[CH:8][CH:9]=1)C=O.CO[CH:14]([O:17][CH3:18])[O:15][CH3:16].ClS(O)(=O)=O>CO>[Br:1][C:2]1[CH:9]=[CH:8][CH:7]=[C:4]([CH:14]([O:15][CH3:16])[O:17][CH3:18])[C:3]=1[O:10][CH3:11]. Procedure details: 3-Bromo-2-methoxybenzaldehyde (28 g, 130 mmol) was combined with trimethylorthoformate (27.5 g, 28.6 mL, 260 mmol) in methanol (150 mL) and then chlorosulfonic acid (0.5 mL) was added dropwise to the mixture. The mixture was stirred for 3 hours and then concentrated by rotoevaporation. The residue was partitioned between ethyl ether and 5% aqueous sodium bicarbonate and the organic layer was separated, washed with water and brine, dried over sodium sulfate and concentrated to give 1-bromo-3-dime...